Task: describe an organic reaction: reactants, conditions, products, and yield. Dataset: the Open Reaction Database (ORD), a public repository of structured organic reaction records The reactants are ClC1=CC=C(C[C@H]([C@H](C)NC(C(C)(C)C#N)C2=CC=C(C=C2)Br)C=2C=C(C#N)C=CC2)C=C1 (3-(1(S)-(4-chlorobenzyl)-2(S)-((1-(4-bromophenyl)-2-cyano-2-methylpropyl)amino)propyl)benzonitrile), N1N=CN=C1 (1,2,4-triazole), C(=O)([O-])[O-].[K+].[K+] (K2CO3). The reagents and catalysts are [Cu]I (CuI). The solvent is CN1C(CCC1)=O (N-methyl-pyrrolidone), CCOCC (ether). Run at temperature 195 celsius. Product: ClC1=CC=C(C[C@H]([C@H](C)NC(C(C)(C)C#N)C2=CC=C(C=C2)N2N=CN=C2)C=2C=C(C#N)C=CC2)C=C1 (3-(1(S)-(4-Chlorobenzyl)-2(S)-((1-(4-(1H-1,2,4-triazol-1-yl)phenyl)-2-cyano-2-methylpropyl)amino)propyl)benzonitrile). RXN SMILES: [Cl:1][C:2]1[CH:33]=[CH:32][C:5]([CH2:6][C@@H:7]([C:24]2[CH:25]=[C:26]([CH:29]=[CH:30][CH:31]=2)[C:27]#[N:28])[C@@H:8]([NH:10][CH:11]([C:17]2[CH:22]=[CH:21][C:20](Br)=[CH:19][CH:18]=2)[C:12]([C:15]#[N:16])([CH3:14])[CH3:13])[CH3:9])=[CH:4][CH:3]=1.[NH:34]1[CH:38]=[N:37][CH:36]=[N:35]1.C([O-])([O-])=O.[K+].[K+]>CN1CCCC1=O.CCOCC.[Cu]I>[Cl:1][C:2]1[CH:33]=[CH:32][C:5]([CH2:6][C@@H:7]([C:24]2[CH:25]=[C:26]([CH:29]=[CH:30][CH:31]=2)[C:27]#[N:28])[C@@H:8]([NH:10][CH:11]([C:17]2[CH:22]=[CH:21][C:20]([N:34]3[CH:38]=[N:37][CH:36]=[N:35]3)=[CH:19][CH:18]=2)[C:12]([C:15]#[N:16])([CH3:14])[CH3:13])[CH3:9])=[CH:4][CH:3]=1 |f:2.3.4|. Procedure details: To a solution of 22.5 mg (0.043 mmol) of 3-(1(S)-(4-chlorobenzyl)-2(S)-((1-(4-bromophenyl)-2-cyano-2-methylpropyl)amino)propyl)benzonitrile in 0.5 mL of N-methyl-pyrrolidone, 12 mg (0.173 mmol) of 1,2,4-triazole, 2.3 mg of CuI and 24 mg of K2CO3 were added. The mixture was heated in a microwave reactor at 195° C. for 4 hr. The reaction was diluted with ether, washed with water, brine, dried and concentrated. The residue was purified by prep TLC using 50% EtOAc-hexane to isolate the title compoun...